Task: describe an organic reaction: reactants, conditions, products, and yield. Dataset: the Open Reaction Database (ORD), a public repository of structured organic reaction records The product is O[C@H]([C@H](C(=O)O)N(C(=O)OC)C1=CC=C(C=C1)C1=CSC=C1)C ((2R,3S)-3-hydroxy-2-[[4-(3-thienyl)-phenyl]-methoxy-carbonylamino]-butanoic acid). Procedure details: To a stirred mixture of D-threonine (0.067 g, 0.56 mmol) and NaHCO3 (0.07 g, 0.84 mmol) in H2O (3.0 mL), the crude mixture containing 2-pyridyl-[4-(3-thienyl)-phenyl]-methyl carbonate and [4-(3-thienyl)-phenyl]-methyl-2-oxopyridine-1-carboxylate (0.263 g, 0.84 mmol) in THF (3.0 mL) was added. After 15 h at rt, the crude mixture was rotary evaporated to remove the organics and subsequently extracted with Et2O (3×5 mL). The aqueous phase was acidified with 2.0 M HCl solution to pH 2-3 and subseque... Run in C1CCOC1 (THF), O (H2O). Conditions: time 15 hour. RXN SMILES: [NH2:1][C@@H:2]([C:6]([OH:8])=[O:7])[C@H:3]([CH3:5])[OH:4].C([O-])(O)=O.[Na+].[C:14](=O)([O-:34])[O:15][CH:16](C1C=CC=CN=1)C1C=CC(C2C=CSC=2)=CC=1.[S:36]1[CH:40]=[CH:39][C:38]([C:41]2[CH:46]=[CH:45][C:44](C3C=CN(C([O-])=O)C(=O)C=3C)=[CH:43][CH:42]=2)=[CH:37]1>O.C1COCC1>[OH:4][C@@H:3]([CH3:5])[C@@H:2]([N:1]([C:44]1[CH:43]=[CH:42][C:41]([C:38]2[CH:39]=[CH:40][S:36][CH:37]=2)=[CH:46][CH:45]=1)[C:14]([O:15][CH3:16])=[O:34])[C:6]([OH:8])=[O:7] |f:1.2|. Reactants: crude mixture, C(OC(C1=CC=C(C=C1)C1=CSC=C1)C1=NC=CC=C1)([O-])=O (2-pyridyl-[4-(3-thienyl)-phenyl]-methyl carbonate), S1C=C(C=C1)C1=CC=C(C=C1)C1=C(C(N(C=C1)C(=O)[O-])=O)C ([4-(3-thienyl)-phenyl]-methyl-2-oxopyridine-1-carboxylate), N[C@H]([C@@H](O)C)C(=O)O (D-threonine), C(=O)(O)[O-].[Na+] (NaHCO3). Run at temperature 70 celsius. Yields the product CN1N=CC(=C1)C1=CC=CC=C1 (1-methyl-4-phenylpyrazole). Procedure: 32.8 g (0.20 mol) of 2-benzyl-1,3-dioxolane are introduced, at a temperature of between 50° C. and 65° C., into a reactor containing 57.6 g (0.45 mol) of N,N-dimethylchloromethyliminium chloride in solution in 150 ml of chloroform and the solution is then heated for 1 h to 65° C. The chloroform is removed under reduced pressure and 11.5 g (0.25 mol) of monomethylhydrazine in aqueous solution at a concentration of 30% are then introduced at 50° C. The solution is heated for 2 h at 70° C. It is co... Starting materials: N,N-dimethylchloromethyliminium chloride, C(Cl)(Cl)Cl (chloroform), C(C1=CC=CC=C1)C1OCCO1 (2-benzyl-1,3-dioxolane), [OH-].[Na+] (sodium hydroxide), O (water), CNN (monomethylhydrazine), C(Cl)(Cl)Cl (chloroform). As a reaction SMILES: [CH2:1]([CH:8]1OCCO1)[C:2]1[CH:7]=[CH:6][CH:5]=[CH:4][CH:3]=1.[CH3:13][NH:14][NH2:15].[OH-].[Na+].O.[CH:19](Cl)(Cl)Cl>>[CH3:13][N:14]1[CH:8]=[C:1]([C:2]2[CH:3]=[CH:4][CH:5]=[CH:6][CH:7]=2)[CH:19]=[N:15]1 |f:2.3|. The reactants are CC(N)(CCC(=O)O)C(=O)O (α-methyl-D,L-glutamic acid), ClC(=O)OCC1=CC=CC=C1 (benzyl chloroformate). Solvent: [OH-].[Na+] (sodium hydroxide), [OH-].[Na+] (sodium hydroxide). Conditions: time 3 hour. Yields the product C(C1=CC=CC=C1)OC(=O)N[C@@](CCC(=O)O)(C(=O)O)C (N-benzyloxycarbonyl-α-methylglutamic acid). Yield: 83.0%. As a reaction SMILES: [CH3:1][C:2]([C:9]([OH:11])=[O:10])([CH2:4][CH2:5][C:6]([OH:8])=[O:7])[NH2:3].Cl[C:13]([O:15][CH2:16][C:17]1[CH:22]=[CH:21][CH:20]=[CH:19][CH:18]=1)=[O:14]>[OH-].[Na+]>[CH2:16]([O:15][C:13]([NH:3][C@:2]([CH3:1])([C:9]([OH:11])=[O:10])[CH2:4][CH2:5][C:6]([OH:8])=[O:7])=[O:14])[C:17]1[CH:22]=[CH:21][CH:20]=[CH:19][CH:18]=1 |f:2.3|. Procedure: To a stirred solution of α-methyl-D,L-glutamic acid (10 g, 62 mmol) in 2 N sodium hydroxide (62 mL) at 0-5° C. was added benzyl chloroformate (12.7 g, 74.4 mmol) over 30 min. After the addition was complete the reaction mixture was stirred at room temperature for 3 hours. During this time the pH was maintained at 11 by addition of 2N sodium hydroxide (33 mL). The reaction mixture was then extracted with ether (60 mL). The aqueous layer was cooled in an ice bath and then acidified with 4N hydroch... Reactants: Brc1ccc2c(c1)CCc1ncccc1-2, O=C([O-])[O-], CN(C)C=O, CCOC(C)=O, [Na+], [Na+], O, OB(O)c1ccccc1. Yields the product c1ccc(-c2ccc3c(c2)CCc2ncccc2-3)cc1. Reaction SMILES: [Br:1][c:2]1[cH:3][c:4]2[c:5]([cH:14][cH:15]1)-[c:6]1[cH:7][cH:8][cH:9][n:10][c:11]1[CH2:12][CH2:13]2.[C:25](=[O:26])([O-:27])[O-:28].[CH3:31][N:32]([CH3:33])[CH:34]=[O:35].[CH3:37][CH2:38][O:39][C:40](=[O:41])[CH3:42].[Na+:29].[Na+:30].[OH2:36].[OH:16][B:17]([OH:18])[c:19]1[cH:20][cH:21][cH:22][cH:23][cH:24]1>>[c:2]1(-[c:19]2[cH:20][cH:21][cH:22][cH:23][cH:24]2)[cH:3][c:4]2[c:5]([cH:14][cH:15]1)-[c:6]1[cH:7][cH:8][cH:9][n:10][c:11]1[CH2:12][CH2:13]2. Reactants: C(C)OC(C=CC1=CC(=CC=C1)NC(C1=C(C=CC(=C1)Br)F)=O)=O (3-[3-(5-Bromo-2-fluoro-benzoylamino)-phenyl]-acrylic acid ethyl ester), FC=1C=C(C=CC1)B(O)O (3-fluoro-phenylboronic acid). The product is C(C)OC(C=CC1=CC(=CC=C1)NC(=O)C=1C=C(C=CC1F)C1=CC(=CC=C1)F)=O (3-{3-[(4,3′-Difluoro-biphenyl-3-carbonyl)-amino]-phenyl}-acrylic acid ethyl ester). RXN SMILES: [CH2:1]([O:3][C:4](=[O:24])[CH:5]=[CH:6][C:7]1[CH:12]=[CH:11][CH:10]=[C:9]([NH:13][C:14](=[O:23])[C:15]2[CH:20]=[C:19](Br)[CH:18]=[CH:17][C:16]=2[F:22])[CH:8]=1)[CH3:2].[F:25][C:26]1[CH:27]=[C:28](B(O)O)[CH:29]=[CH:30][CH:31]=1>>[CH2:1]([O:3][C:4](=[O:24])[CH:5]=[CH:6][C:7]1[CH:12]=[CH:11][CH:10]=[C:9]([NH:13][C:14]([C:15]2[CH:20]=[C:19]([C:30]3[CH:29]=[CH:28][CH:27]=[C:26]([F:25])[CH:31]=3)[CH:18]=[CH:17][C:16]=2[F:22])=[O:23])[CH:8]=1)[CH3:2]. Procedure: The phenyl bromide (106) (100 mg, 0.25 mmol) was coupled to 3-fluoro-phenylboronic acid (39 mg, 0.28 mmol) using Method E. The crude product was purified by column chromatography eluting with 20% EtOAc in heptane to give the title compound. The reactants are C(#N)C1=CC=C(CNC(C(OC)C2=C(C=CC=C2O)F)=O)C=C1 ((RS)-N-(4-cyano-benzyl)-2-(2-fluoro-6-hydroxy-phenyl)-2-methoxy-acetamide), BrCCO (2-bromoethanol), C([O-])([O-])=O.[Cs+].[Cs+] (cesium carbonat). Run in CN(C)C=O (DMF). The product is C(#N)C1=CC=C(CNC(C(OC)C2=C(C=CC=C2OCCO)F)=O)C=C1 (N-(4-cyano-benzyl)-2-[2-fluoro-6-(2-hydroxy-ethoxy)-phenyl]-2-methoxy-acetamide). As a reaction SMILES: [C:1]([C:3]1[CH:23]=[CH:22][C:6]([CH2:7][NH:8][C:9](=[O:21])[CH:10]([C:13]2[C:18]([OH:19])=[CH:17][CH:16]=[CH:15][C:14]=2[F:20])[O:11][CH3:12])=[CH:5][CH:4]=1)#[N:2].Br[CH2:25][CH2:26][OH:27].C(=O)([O-])[O-].[Cs+].[Cs+]>CN(C=O)C>[C:1]([C:3]1[CH:4]=[CH:5][C:6]([CH2:7][NH:8][C:9](=[O:21])[CH:10]([C:13]2[C:18]([O:19][CH2:25][CH2:26][OH:27])=[CH:17][CH:16]=[CH:15][C:14]=2[F:20])[O:11][CH3:12])=[CH:22][CH:23]=1)#[N:2] |f:2.3.4|. Procedure: In analogy to example 16.4 (RS)-N-(4-cyano-benzyl)-2-(2-fluoro-6-hydroxy-phenyl)-2-methoxy-acetamide (example 80.4) was reacted with 2-bromoethanol in the presence of cesium carbonat in DMF to give N-(4-cyano-benzyl)-2-[2-fluoro-6-(2-hydroxy-ethoxy)-phenyl]-2-methoxy-acetamide. White solid. MS 359.2([M+H]+) The reactants are COC(C(CC=1C=C2C=CNC2=CC1)OCCC)=O (rac-3-(1H-indol-5-yl)-2-propoxy-propionic acid methyl ester), ClCC=1N=C(OC1C)C1=C(C=CC=C1)C (4-chloromethyl-5-methyl-2-o-tolyl-oxazole). Product: CC1=C(N=C(O1)C1=C(C=CC=C1)C)CN1C=CC2=CC(=CC=C12)CC(C(=O)O)OCCC (rac-3-[1-(5-methyl-2-o-tolyl-oxazol-4-ylmethyl)-1H-indol-5-yl]-2-propoxy-propionic acid). Reaction SMILES: C[O:2][C:3](=[O:19])[CH:4]([O:15][CH2:16][CH2:17][CH3:18])[CH2:5][C:6]1[CH:7]=[C:8]2[C:12](=[CH:13][CH:14]=1)[NH:11][CH:10]=[CH:9]2.Cl[CH2:21][C:22]1[N:23]=[C:24]([C:28]2[CH:33]=[CH:32][CH:31]=[CH:30][C:29]=2[CH3:34])[O:25][C:26]=1[CH3:27]>>[CH3:27][C:26]1[O:25][C:24]([C:28]2[CH:33]=[CH:32][CH:31]=[CH:30][C:29]=2[CH3:34])=[N:23][C:22]=1[CH2:21][N:11]1[C:12]2[C:8](=[CH:7][C:6]([CH2:5][CH:4]([O:15][CH2:16][CH2:17][CH3:18])[C:3]([OH:2])=[O:19])=[CH:14][CH:13]=2)[CH:9]=[CH:10]1. Procedure: In analogy to the procedure described in example 44, rac-3-(1H-indol-5-yl)-2-propoxy-propionic acid methyl ester (preparation 6) was reacted with 4-chloromethyl-5-methyl-2-o-tolyl-oxazole to give rac-3-[1-(5-methyl-2-o-tolyl-oxazol-4-ylmethyl)-1H-indol-5-yl]-2-propoxy-propionic acid as light brown oil. Reactants: C(C1=CC=CC=C1)OC1=C(C=CC(=C1C(F)(F)F)OCC1=CC=CC=C1)C(=O)C1CC1 ((2,4-bis-benzyloxy-3-trifluoromethyl-phenyl)-cyclopropyl-methanone). The reagents and catalysts are [Pd] (palladium on carbon). The solvent is O1CCCC1 (tetrahydrofuran). Run at time 4 hour. The product is C1(CC1)C(=O)C1=C(C(=C(C=C1)O)C(F)(F)F)O (Cyclopropyl-(2,4-dihydroxy-3-trifluoromethyl-phenyl)-methanone). The yield is 102.7%. Reaction SMILES: C([O:8][C:9]1[C:14]([C:15]([F:18])([F:17])[F:16])=[C:13]([O:19]CC2C=CC=CC=2)[CH:12]=[CH:11][C:10]=1[C:27]([CH:29]1[CH2:31][CH2:30]1)=[O:28])C1C=CC=CC=1>O1CCCC1.[Pd]>[CH:29]1([C:27]([C:10]2[CH:11]=[CH:12][C:13]([OH:19])=[C:14]([C:15]([F:17])([F:18])[F:16])[C:9]=2[OH:8])=[O:28])[CH2:31][CH2:30]1. Reported procedure: Dissolve (2,4-bis-benzyloxy-3-trifluoromethyl-phenyl)-cyclopropyl-methanone (881 mg, 1.86 mmol) in anhydrous tetrahydrofuran (15 mL) and add palladium on carbon (594 mg, 557 μmole). Degas (3×) and hydrogenate at 138 kPa (guage) under hydrogen atmosphere for 4 hrs. Filter the reaction mixture through filter cel and concentrate to provide the crude title compound (470 mg, 1.91 mmol). MS (m/z): 245 (M−1). The reactants are [NH4+].[OH-] (NH4OH), C(=O)(OC)C1=CC(=C(OC(C(=O)OCC)C2=CC3=C(C(=C2)OC)OCO3)C=C1)CCC (Ethyl 2-(4-carbomethoxy-2-n-propylphenoxy)-2-(5-methoxy-3,4-methylenedioxyphenyl)acetate), [OH-].[Na+] (NaOH), Cl (HCl). Run in CO (MeOH), C(Cl)(Cl)Cl (CHCl3), CO (methanol). Conditions: time 15 minute. The product is [NH4+].[OH-] (NH4OH), C(=O)(OC)C1=CC(=C(OC(C(=O)O)C2=CC3=C(C(=C2)OC)OCO3)C=C1)CCC (2-(4-carbomethoxy-2-n-propylphenoxy)-2-(5-methoxy-3,4-methylenedioxyphenyl)acetic acid), ammonium salt. RXN SMILES: [C:1]([C:5]1[CH:28]=[CH:27][C:8]([O:9][CH:10]([C:16]2[CH:21]=[C:20]([O:22][CH3:23])[C:19]3[O:24][CH2:25][O:26][C:18]=3[CH:17]=2)[C:11]([O:13]CC)=[O:12])=[C:7]([CH2:29][CH2:30][CH3:31])[CH:6]=1)([O:3][CH3:4])=[O:2].[OH-].[Na+].[NH4+:34].[OH-].Cl>CO.C(Cl)(Cl)Cl>[NH4+:34].[OH-:2].[C:1]([C:5]1[CH:28]=[CH:27][C:8]([O:9][CH:10]([C:16]2[CH:21]=[C:20]([O:22][CH3:23])[C:19]3[O:24][CH2:25][O:26][C:18]=3[CH:17]=2)[C:11]([OH:13])=[O:12])=[C:7]([CH2:29][CH2:30][CH3:31])[CH:6]=1)([O:3][CH3:4])=[O:2] |f:1.2,3.4,8.9|. Procedure: To a solution of the product of Step A (4.3 g, 12 mmol) in methanol (25 mL) was added aqueous 2N NaOH (10 mL) and the reaction mixture was stirred at room temperature. The rapid progress of mono-deesterification was monitored by TLC analysis using CHCl3 --MeOH--NH4OH:(80:15:1). After 15 min, the reaction mixture was cooled to 0° C. and neutralized with aqueous 2N HCl. Methanol was removed in vacuo and the resulting mixture was acidified with aqueous 2N HCl. The oily product which precipitated wa... The reactants are C(N)(=O)C1CN(CCC1)C=1OCC(C1C(=O)OCC)=O (ethyl 2-(3-carbamoylpiperidino)-4-oxo-4,5-dihydrofuran-3-carboxylate), N1C=C(C2=CC=CN=C12)C=O (7-azaindole-3-carboxaldehyde), N1CCCCC1 (piperidine). The solvent is C(C)O (ethanol). The product is N1C=C(C=2C1=NC=CC2)C=C2C(C(=C(O2)N2CC(CCC2)C(N)=O)C(=O)OCC)=O (Ethyl 5-[(1H-pyrrolo[2,3-b]pyridin-3-yl)methylene]-2-(3-carbamoylpiperidino)-4-oxo-4,5-dihydrofuran-3-carboxylate). The yield is 8.3%. Reaction SMILES: [C:1]([CH:4]1[CH2:9][CH2:8][CH2:7][N:6]([C:10]2[O:11][CH2:12][C:13](=[O:20])[C:14]=2[C:15]([O:17][CH2:18][CH3:19])=[O:16])[CH2:5]1)(=[O:3])[NH2:2].[NH:21]1[C:29]2[C:24](=[CH:25][CH:26]=[CH:27][N:28]=2)[C:23]([CH:30]=O)=[CH:22]1.N1CCCCC1>C(O)C>[NH:21]1[C:29]2=[N:28][CH:27]=[CH:26][CH:25]=[C:24]2[C:23]([CH:30]=[C:12]2[O:11][C:10]([N:6]3[CH2:7][CH2:8][CH2:9][CH:4]([C:1](=[O:3])[NH2:2])[CH2:5]3)=[C:14]([C:15]([O:17][CH2:18][CH3:19])=[O:16])[C:13]2=[O:20])=[CH:22]1. Procedure: To a solution of ethyl 2-(3-carbamoylpiperidino)-4-oxo-4,5-dihydrofuran-3-carboxylate (0.15 g, 0.53 mmol) which similarly prepared according to the procedure described in the Example 74, Fourth step and 7-azaindole-3-carboxaldehyde (0.078 g, 0.53 mmol) in ethanol (10 mL), piperidine (0.020 mL, 0.20 mmol) was added at ambient temperature. The mixture was refluxed for 16 h. Cooled to ambient temperature, the precipitate was collected by filtration, washed with ethanol and hexane then dried to affo...